From a dataset of the Open Reaction Database (ORD), a public repository of structured organic reaction records. describe an organic reaction: reactants, conditions, products, and yield Reactants: OC1=CC=C(C=C1)C(C(C)C1=CC=CC=C1)=O (4'-hydroxyphenylpropiophenone), [S] (sulfur), C(C)(=O)O (acetic acid), CNC (dimethylamine), 4'-hydroxyphenylacetic acid, [S] (sulfur). Product: C1=CC(=CC=C1CCC(=O)O)O (4'-Hydroxyphenylpropionic Acid). Reaction SMILES: [OH:1][C:2]1[CH:7]=[CH:6][C:5]([C:8](=O)C(C2C=CC=CC=2)C)=[CH:4][CH:3]=1.[S].[C:19]([OH:22])(=[O:21])[CH3:20].CNC>>[CH:4]1[C:5]([CH2:8][CH2:20][C:19]([OH:22])=[O:21])=[CH:6][CH:7]=[C:2]([OH:1])[CH:3]=1 |^3:17|. Reported procedure: To a one gallon autoclave reactor is charged 420 g (2.8 mol) of 4'-hydroxyphenylpropiophenone, 116.5 g (3.6 mol) of sulfur, 84 g (1.4 mol) of acetic acid and 189 g (4.2 mol) of dimethylamine. The procedure described in Example 1 is followed and 4'-hydroxyphenylacetic acid product containing less than 100 ppm of total sulfur is obtained. The reactants are C12CC3(CC(CC3C1)C2)N (tricyclo[3.3.1.03,7]nonan-3-amine), C(=O)([O-])[O-].[K+].[K+] (K2CO3), ClCC(=O)N1[C@@H](CCC1)C#N ((S)-1-(2-chloro-acetyl)pyrrolidine-2-carbonitrile). The solvent is CCOC(=O)C (EtOAc), CS(=O)C (DMSO). Run at time 3 hour. Product: C12CC3(CC(CC3C1)C2)NCC(=O)N2[C@@H](CCC2)C#N ((2S)-1-[(tricyclo[3.3.1.03,7]non-3-ylamino)acetyl]pyrrolidine-2-carbonitrile). Yield: 42.1%. Reaction SMILES: [CH:1]12[CH2:9][CH:5]3[CH2:6][CH:7]([CH2:8]1)[C:3]([NH2:10])([CH2:4]3)[CH2:2]2.C([O-])([O-])=O.[K+].[K+].Cl[CH2:18][C:19]([N:21]1[CH2:25][CH2:24][CH2:23][C@H:22]1[C:26]#[N:27])=[O:20]>CS(C)=O.CCOC(C)=O>[CH:1]12[CH2:9][CH:5]3[CH2:6][CH:7]([CH2:8]1)[C:3]([NH:10][CH2:18][C:19]([N:21]1[CH2:25][CH2:24][CH2:23][C@H:22]1[C:26]#[N:27])=[O:20])([CH2:4]3)[CH2:2]2 |f:1.2.3|. Procedure: To a stirred mixture of tricyclo[3.3.1.03,7]nonan-3-amine (0.28 g, 2.0 mmol) and K2CO3 (0.83 g, 6.0 mmol) in DMSO (8 mL) at ice bath temperature under N2 atmosphere was added (S)-1-(2-chloro-acetyl)pyrrolidine-2-carbonitrile (0.34 g, 2.0 mmol). The reaction mixture was gradually warmed to room temperature and stirred for 3 h. Upon completion of the reaction (checked by TLC), the reaction mixture was diluted with EtOAc and washed with water and brine, dried over Na2SO4, and the solvent was remove...